The task is: describe an organic reaction: reactants, conditions, products, and yield. This data is from the Open Reaction Database (ORD), a public repository of structured organic reaction records. Starting materials: BrCC1=CC=C(C=C1)CCN1C(C=C(C=C1)OCC1=CC=C(C=C1)F)=O (1-[2-(4-bromomethyl-phenyl)-ethyl]-4-(4-fluoro-benzyloxy)-1H-pyridin-2-one), N1CCCC1 (pyrrolidine). Solvent: CN(C)C=O (DMF). Conditions: time 8 hour. The product is FC1=CC=C(COC2=CC(N(C=C2)CCC2=CC=C(C=C2)CN2CCCC2)=O)C=C1 (4-(4-Fluoro-benzyloxy)-1-[2-(4-pyrrolidin-1-ylmethyl-phenyl)-ethyl]-1H-pyridin-2-one). RXN SMILES: Br[CH2:2][C:3]1[CH:8]=[CH:7][C:6]([CH2:9][CH2:10][N:11]2[CH:16]=[CH:15][C:14]([O:17][CH2:18][C:19]3[CH:24]=[CH:23][C:22]([F:25])=[CH:21][CH:20]=3)=[CH:13][C:12]2=[O:26])=[CH:5][CH:4]=1.[NH:27]1[CH2:31][CH2:30][CH2:29][CH2:28]1>CN(C=O)C>[F:25][C:22]1[CH:23]=[CH:24][C:19]([CH2:18][O:17][C:14]2[CH:15]=[CH:16][N:11]([CH2:10][CH2:9][C:6]3[CH:7]=[CH:8][C:3]([CH2:2][N:27]4[CH2:31][CH2:30][CH2:29][CH2:28]4)=[CH:4][CH:5]=3)[C:12](=[O:26])[CH:13]=2)=[CH:20][CH:21]=1. Procedure: To 80 mg (0.19 mmol) 1-[2-(4-bromomethyl-phenyl)-ethyl]-4-(4-fluoro-benzyloxy)-1H-pyridin-2-one (example 7.1b) in 1.5 mL DMF is added at RT 63 μL (0.77 mmol) pyrrolidine. The reaction mixture is stirred overnight at RT and is directly transferred to a reverse HPLC for purification (Waters symmetry, C18; water (0.15% formic acid)/acetonitrile 95:5 to 10:90). Reactants: C([O-])([O-])=O.[Cs+].[Cs+] (Cesium carbonate), CCOC(=O)C (EtOAc), COC(C1=CC(=CC=C1)SC1=C(NC2=CC(=CC=C12)Cl)C)=O (3-(6-Chloro-2-methyl-1H-indol-3-ylsulfanyl)-benzoic acid methyl ester), Br.BrCC1=NC=CC=C1 (2-(bromomethyl)pyridine hydrobromide). Run in CN(C)C=O.C1CCOC1 (DMF THF), hexanes. Run at temperature 0 celsius. Product: COC(C1=CC(=CC=C1)SC1=C(N(C2=CC(=CC=C12)Cl)CC1=NC=CC=C1)C)=O (3-(6-Chloro-2-methyl-1-pyridin-2-ylmethyl-1H-indol-3-ylsulfanyl)-benzoic acid methyl ester). RXN SMILES: [CH3:1][O:2][C:3](=[O:22])[C:4]1[CH:9]=[CH:8][CH:7]=[C:6]([S:10][C:11]2[C:19]3[C:14](=[CH:15][C:16]([Cl:20])=[CH:17][CH:18]=3)[NH:13][C:12]=2[CH3:21])[CH:5]=1.Br.Br[CH2:25][C:26]1[CH:31]=[CH:30][CH:29]=[CH:28][N:27]=1.C(=O)([O-])[O-].[Cs+].[Cs+].CCOC(C)=O>CN(C=O)C.C1COCC1>[CH3:1][O:2][C:3](=[O:22])[C:4]1[CH:9]=[CH:8][CH:7]=[C:6]([S:10][C:11]2[C:19]3[C:14](=[CH:15][C:16]([Cl:20])=[CH:17][CH:18]=3)[N:13]([CH2:25][C:26]3[CH:31]=[CH:30][CH:29]=[CH:28][N:27]=3)[C:12]=2[CH3:21])[CH:5]=1 |f:1.2,3.4.5,7.8|. Reported procedure: 3-(6-Chloro-2-methyl-1H-indol-3-ylsulfanyl)-benzoic acid methyl ester (0.050 g, 0.15 mmol) and 2-(bromomethyl)pyridine hydrobromide (0.049 g, 0.175 mmol) were dissolved in DMF:THF (1:1, 4 mL) and the mixture was cooled to 0° C. Cesium carbonate (0.122 g, 0.373 mmol) was added and the reaction was warmed to 90° C. for 30 minutes. The reaction as submitted to aqueous workup and silica gel chromatography (0-100% EtOAc in hexanes) to give the title compound. Reactants: [Si](C)(C)(C(C)(C)C)Cl (tert-butyldimethylsilyl chloride), C(C)OC(=O)[C@@]1([C@H](C1)C=C)NC(=O)N1[C@@H](C[C@H](C1)O)C(N(C)CCCCC=C)=O ((1R)-1-{[2(S)-(hex-5-enyl-methyl-carbamoyl)-4(R)-hydroxy-pyrrolidine-N-carbonyl]amino}-2(R)-vinyl-cyclopropanecarboxylic acid ethyl ester), TEA. The solvent is C(Cl)Cl (DCM). Conditions: time 8 hour. Product: C(C)OC(=O)[C@@]1([C@H](C1)C=C)NC(=O)N1[C@@H](C[C@H](C1)O[Si](C)(C)C(C)(C)C)C(N(C)CCCCC=C)=O ((1R)-1-{[2(S)-(hex-5-enyl-methyl-carbamoyl)-4(R)-tert-butyldimethylsilyloxy-pyrrolidine-N-carbonyl]-amino}-2(R)-vinyl-cyclopropanecarboxylic acid ethyl ester). Isolated yield 70.0%. Reaction SMILES: [Si:1](Cl)([C:4]([CH3:7])([CH3:6])[CH3:5])([CH3:3])[CH3:2].[CH2:9]([O:11][C:12]([C@@:14]1([NH:19][C:20]([N:22]2[CH2:26][C@H:25]([OH:27])[CH2:24][C@H:23]2[C:28](=[O:37])[N:29]([CH2:31][CH2:32][CH2:33][CH2:34][CH:35]=[CH2:36])[CH3:30])=[O:21])[CH2:16][C@@H:15]1[CH:17]=[CH2:18])=[O:13])[CH3:10]>C(Cl)Cl>[CH2:9]([O:11][C:12]([C@@:14]1([NH:19][C:20]([N:22]2[CH2:26][C@H:25]([O:27][Si:1]([C:4]([CH3:7])([CH3:6])[CH3:5])([CH3:3])[CH3:2])[CH2:24][C@H:23]2[C:28](=[O:37])[N:29]([CH2:31][CH2:32][CH2:33][CH2:34][CH:35]=[CH2:36])[CH3:30])=[O:21])[CH2:16][C@@H:15]1[CH:17]=[CH2:18])=[O:13])[CH3:10]. Procedure details: Under nitrogen atmosphere, the tert-butyldimethylsilyl chloride was added to a solution of compound 50 (750 mg, 1 eq.) and TEA (537 μL, 1 eq.) in DCM (6 mL). The reaction mixture was stirred overnight at room temperature and quenched with water. The organic layer was washed with brine, dried on sodium sulfate, and concentrated under reduced pressure. The residue was purified by chromatography on silica gel to yield compound 51 in 70% yield. Reactants: FC(C(=O)NC=1SC=C(N1)C(C(=O)NC1[C@@H]2N(C(=CCS2)C(=O)O)C1=O)=NOCC1=CC=C(C=C1)C)(F)F (7-[2-[2-(2,2,2-trifluoroacetamido)-thiazol-4-yl]-2-(4-methylbenzyloxyimino)acetamido]-3-cephem-4-carboxylic acid), C(C)(=O)[O-].[Na+] (sodium acetate), O (water). Solvent: O1CCCC1 (tetrahydrofuran). Product: NC=1SC=C(N1)C(C(=O)NC1[C@@H]2N(C(=CCS2)C(=O)O)C1=O)=NOCC1=CC=C(C=C1)C (7-[2-(2-aminothiazol-4-yl)-2-(4-methylbenzyloxyimino)acetamido]-3-cephem-4-carboxylic acid). The yield is 22.5%. RXN SMILES: FC(F)(F)C([NH:5][C:6]1[S:7][CH:8]=[C:9]([C:11](=[N:27][O:28][CH2:29][C:30]2[CH:35]=[CH:34][C:33]([CH3:36])=[CH:32][CH:31]=2)[C:12]([NH:14][CH:15]2[C:25](=[O:26])[N:17]3[C:18]([C:22]([OH:24])=[O:23])=[CH:19][CH2:20][S:21][C@H:16]23)=[O:13])[N:10]=1)=O.C([O-])(=O)C.[Na+].O>O1CCCC1>[NH2:5][C:6]1[S:7][CH:8]=[C:9]([C:11](=[N:27][O:28][CH2:29][C:30]2[CH:35]=[CH:34][C:33]([CH3:36])=[CH:32][CH:31]=2)[C:12]([NH:14][CH:15]2[C:25](=[O:26])[N:17]3[C:18]([C:22]([OH:24])=[O:23])=[CH:19][CH2:20][S:21][C@H:16]23)=[O:13])[N:10]=1 |f:1.2|. Procedure details: A mixture of 7-[2-[2-(2,2,2-trifluoroacetamido)-thiazol-4-yl]-2-(4-methylbenzyloxyimino)acetamido]-3-cephem-4-carboxylic acid (syn isomer, 4.5 g.), sodium acetate 3 hydrate (12.5 g.), water (250 ml.) and tetrahydrofuran (20 ml.) was treated in a similar manner to that of Example 16-(2) to give 7-[2-(2-aminothiazol-4-yl)-2-(4-methylbenzyloxyimino)acetamido]-3-cephem-4-carboxylic acid (syn isomer, 0.84 g.), m.p. 135°-155° C. (dec.). Starting materials: C(C1=CC=CC=C1)ON1C(C2=CC=CC=3C2=C(C1=O)C=C(C3Br)OC)=O (2-Benzyloxy-6-bromo-5-methoxy-benzo[de]isoquinoline-1,3-dione), N1CCOCC1 (morpholine), C1CCC2=NCCCN2CC1 (DBU). The product is C(C1=CC=CC=C1)ON1C(C2=CC=CC=3C2=C(C1=O)C=C(C3N3CCOCC3)OC)=O (2-benzyloxy-5-methoxy-6-(morpholin-4-yl)-benzo[de]isoquinoline-1,3-dione). RXN SMILES: [CH2:1]([O:8][N:9]1[C:18](=[O:19])[C:17]2[CH:20]=[C:21]([O:24][CH3:25])[C:22](Br)=[C:15]3[C:16]=2[C:11](=[CH:12][CH:13]=[CH:14]3)[C:10]1=[O:26])[C:2]1[CH:7]=[CH:6][CH:5]=[CH:4][CH:3]=1.[NH:27]1[CH2:32][CH2:31][O:30][CH2:29][CH2:28]1.C1CCN2C(=NCCC2)CC1>>[CH2:1]([O:8][N:9]1[C:18](=[O:19])[C:17]2[CH:20]=[C:21]([O:24][CH3:25])[C:22]([N:27]3[CH2:32][CH2:31][O:30][CH2:29][CH2:28]3)=[C:15]3[C:16]=2[C:11](=[CH:12][CH:13]=[CH:14]3)[C:10]1=[O:26])[C:2]1[CH:7]=[CH:6][CH:5]=[CH:4][CH:3]=1. Reported procedure: 2-Benzyloxy-5-methoxy-6-bromo-benzo[de]isoquinoline-1,3-dione (0.5 g, 1.2 mmol, from Example Z) was reacted with morpholine (3 mL) in the presence of DBU (0.05 mL) following the procedure of Example 18 to give 0.25 g of 2-benzyloxy-5-methoxy-6-(morpholin-4-yl)-benzo[de]isoquinoline-1,3-dione. Hydrogenation of 2-benzyloxy-5-methoxy-6-(morpholin-4-yl)-benzo[de]isoquinoline-1,3-dione (0.25 g, 0.6 mmol) was performed as described in Example 18, to give 0.17 g of the title compound, mp 329-241° C. (d... Starting materials: FC1=CC(=C(C(=O)C2=NC=CC=C2OCOC)C=C1F)OCOC (2-(4,5-difluoro-2-methoxymethoxybenzoyl)-3-methoxymethoxy pyridine), [C-]#N.[K+] (potassium cyanide), CS(=O)C (DMSO), C(C)(=O)OCC (ethyl acetate). The solvent is O (water). Reaction conditions: time 8 hour. Yields the product C(#N)C1=CC(=C(C(=O)C2=NC=CC=C2OCOC)C=C1F)OCOC (2-(4-cyano-5-fluoro-2-methoxymethoxybenzoyl)-3-methoxymethoxypyridine). The yield is 96.2%. As a reaction SMILES: F[C:2]1[C:19]([F:20])=[CH:18][C:5]([C:6]([C:8]2[C:13]([O:14][CH2:15][O:16][CH3:17])=[CH:12][CH:11]=[CH:10][N:9]=2)=[O:7])=[C:4]([O:21][CH2:22][O:23][CH3:24])[CH:3]=1.[C-:25]#[N:26].[K+].CS(C)=O.C(OCC)(=O)C>O>[C:25]([C:2]1[C:19]([F:20])=[CH:18][C:5]([C:6]([C:8]2[C:13]([O:14][CH2:15][O:16][CH3:17])=[CH:12][CH:11]=[CH:10][N:9]=2)=[O:7])=[C:4]([O:21][CH2:22][O:23][CH3:24])[CH:3]=1)#[N:26] |f:1.2|. Procedure details: A mixture of 2-(4,5-difluoro-2-methoxymethoxybenzoyl)-3-methoxymethoxy pyridine (7.18 g), potassium cyanide (4.47 g) and DMSO (100 ml) was stirred at 34°-40° C. overnight. To the reaction mixture were added ethyl acetate and water for extraction. The organic layer was washed with water and a saturated aqueous saline solution, successively, which was then dried (anhydrous magnesium sulfate), followed by distilling off the solvent under reduced. The residue was purified by means of a silica gel co...